From a dataset of the Open Reaction Database (ORD), a public repository of structured organic reaction records. describe an organic reaction: reactants, conditions, products, and yield Starting materials: Cl.Cl.C1(=CC=CC=C1)C=1C(=C2C(=NC1)NC=C2)N2CCNCC2 (5-Phenyl-4-(piperazin-1-yl)-1H-pyrrolo[2,3-b]pyri dine dihydrochloride), BrC1=CC=C(C=C1)[C@H](C(=O)O)[C@H]1N(C(CC1)(C)C)C(=O)OC(C)(C)C ((S)-2-(4-bromophenyl)-2-((S)-1-(tert-butoxycarbonyl)-5,5-dimethylpyrrolidin-2-yl)acetic acid), CN(C)C(=[N+](C)C)ON1C2=C(C=CC=C2)N=N1.[B-](F)(F)(F)F (TBTU), CCN(C(C)C)C(C)C (DIEA). The solvent is C(Cl)Cl (DCM). Reaction conditions: time 1 hour. Product: BrC1=CC=C(C=C1)[C@H](C(N1CCN(CC1)C1=C2C(=NC=C1C1=CC=CC=C1)NC=C2)=O)[C@@H]2CCC(N2C(=O)OC(C)(C)C)(C)C ((S)-tert-butyl 5-((S)-1-(4-bromophenyl)-2-oxo-2-(4-(5-phenyl-1H-pyrrolo[2,3-b]pyri din-4-yl)piperazin-1-yl)ethyl)-2,2-dimethylpyrrolidine-1-carboxylate). As a reaction SMILES: Cl.Cl.[C:3]1([C:9]2[C:10]([N:18]3[CH2:23][CH2:22][NH:21][CH2:20][CH2:19]3)=[C:11]3[CH:17]=[CH:16][NH:15][C:12]3=[N:13][CH:14]=2)[CH:8]=[CH:7][CH:6]=[CH:5][CH:4]=1.[Br:24][C:25]1[CH:30]=[CH:29][C:28]([C@@H:31]([C@@H:35]2[CH2:39][CH2:38][C:37]([CH3:41])([CH3:40])[N:36]2[C:42]([O:44][C:45]([CH3:48])([CH3:47])[CH3:46])=[O:43])[C:32](O)=[O:33])=[CH:27][CH:26]=1.CN(C(ON1N=NC2C=CC=CC1=2)=[N+](C)C)C.[B-](F)(F)(F)F.CCN(C(C)C)C(C)C>C(Cl)Cl>[Br:24][C:25]1[CH:26]=[CH:27][C:28]([C@@H:31]([C@H:35]2[N:36]([C:42]([O:44][C:45]([CH3:48])([CH3:47])[CH3:46])=[O:43])[C:37]([CH3:41])([CH3:40])[CH2:38][CH2:39]2)[C:32](=[O:33])[N:21]2[CH2:20][CH2:19][N:18]([C:10]3[C:9]([C:3]4[CH:4]=[CH:5][CH:6]=[CH:7][CH:8]=4)=[CH:14][N:13]=[C:12]4[NH:15][CH:16]=[CH:17][C:11]=34)[CH2:23][CH2:22]2)=[CH:29][CH:30]=1 |f:0.1.2,4.5|. Reported procedure: 5-Phenyl-4-(piperazin-1-yl)-1H-pyrrolo[2,3-b]pyri dine dihydrochloride (0.0159 g, 0.0454 mmol, see Example 19), (S)-2-(4-bromophenyl)-2-((S)-1-(tert-butoxycarbonyl)-5,5-dimethylpyrrolidin-2-yl)acetic acid (0.017 g, 0.0412 mmol, see Example C) and TBTU (0.0159 g, 0.0495 mmol) in DCM (1 mL) were added to DIEA (0.0287 mL, 0.165 mmol) and stirred at room temperature for 1 hour. The mixture was directly loaded to column and purified by chromatography (1:1 hexane:ethyl acetate) to give (S)-tert-butyl ... The reactants are C(C1=CC=CC=C1)NCC(=O)O (N-benzylglycine), C=O (paraformaldehyde), C(C)OC(\C=C\C(=O)OCC)=O (Fumaric acid diethylester). Solvent: C1(=CC=CC=C1)C (toluene). Conditions: temperature 105 celsius. The product is C(C)OC(=O)[C@@H]1CN(C[C@H]1C(=O)OCC)CC1=CC=CC=C1 (trans-(3RS,4RS)-1-Benzyl-pyrrolidine-3,4-dicarboxylic acid diethyl ester). RXN SMILES: [CH2:1]([O:3][C:4](=[O:12])/[CH:5]=[CH:6]/[C:7]([O:9][CH2:10][CH3:11])=[O:8])[CH3:2].[CH2:13]([NH:20][CH2:21]C(O)=O)[C:14]1[CH:19]=[CH:18][CH:17]=[CH:16][CH:15]=1.[CH2:25]=O>C1(C)C=CC=CC=1>[CH2:1]([O:3][C:4]([C@H:5]1[C@H:6]([C:7]([O:9][CH2:10][CH3:11])=[O:8])[CH2:21][N:20]([CH2:13][C:14]2[CH:15]=[CH:16][CH:17]=[CH:18][CH:19]=2)[CH2:25]1)=[O:12])[CH3:2]. Reported procedure: Fumaric acid diethylester (21.6 g; 0.126 mol) is dissolved in toluene (900 ml) and heated at 105° C. A mixture of N-benzylglycine (25 g; 0.151 mol) and paraformaldehyde (25.36 g; 0.844 mol) is added in 4 g portions to the refluxing solution. After completion of the addition the mixture is heated for 18 h at 105° C. The mixture is then evaporated to dryness and suspended in n-hexane. The insoluble material is filtered off and the remaining solution is evaporated to dryness. The crude product is u... Yield: 49.6%. As a reaction SMILES: [OH:1][C:2]1[CH:7]=[C:6]([CH3:8])[CH:5]=[CH:4][C:3]=1[OH:9].[CH2:10](O)[CH:11]=[CH:12][C:13]1[CH:18]=[CH:17][CH:16]=[CH:15][CH:14]=1.O=C1O[C@H]([C@H](CO)O)C(O)=C1O>C(O)(=O)CC(CC(O)=O)(C(O)=O)O>[CH2:10]([C:5]1[C:6]([CH3:8])=[CH:7][C:2]([OH:1])=[C:3]([OH:9])[CH:4]=1)[CH:11]=[CH:12][C:13]1[CH:18]=[CH:17][CH:16]=[CH:15][CH:14]=1. Product: C(C=CC1=CC=CC=C1)C1=CC(=C(C=C1C)O)O (4-cinnamyl-5-methyl-1,2-dihydroxybenzene). Procedure: A mixture of 1,2-dihydroxy-5-methylbenzene (124 g.) and cinnamyl alcohol (134 g.) in 2% aqueous citric acid (1.5 l.) containing ascorbic acid (10.0 g.) was boiled at reflux for 20 hours. After cooling, an oily layer separated and was collected and distilled to give 4-cinnamyl-5-methyl-1,2-dihydroxybenzene (119 g.) as a colorless oil, b.p. 205°-230° at 1.0 mm Hg. The oil was crystallized from a benzene/low-boiling petroleum ether (1/1) mixture to give colorless needles, m.p. 85°. Found: C, 79.9; ... Starting materials: OC1=C(C=CC(=C1)C)O (1,2-dihydroxy-5-methylbenzene), C(C=CC1=CC=CC=C1)O (cinnamyl alcohol), O=C1C(O)=C(O)[C@H](O1)[C@@H](O)CO (ascorbic acid). The solvent is C(CC(O)(C(=O)O)CC(=O)O)(=O)O (citric acid). The reactants are Br.ClC1=CC=C(CC2C(N(CC3N2C(C(CN3S(=O)(=O)C3=C(C=C(C=C3)Cl)Cl)N)=O)C(C)C)=O)C=C1 (6-(4-chlorobenzyl)-1-(2,4-dichlorobenzenesulfonyl)-3-amino-8-isopropylhexahydropyrazino[1,2-a]pyrimidine-4,7-dione hydrobromide), C(CCC)O (1-butanol), C([O-])([O-])=O.[K+].[K+] (potassium carbonate), BrCCCBr (1,3-dibromopropane). Solvent: O (water). Run at temperature 90 celsius, time 16 hour. The product is N1(CCC1)C1CN(C2N(C1=O)C(C(N(C2)C(C)C)=O)CC2=CC=C(C=C2)Cl)S(=O)(=O)C2=C(C=C(C=C2)Cl)Cl (3-Azetidin-1-yl-6-(4-chlorobenzyl)-1-(2,4-dichlorobenzenesulfonyl)-8-isopropylhexahydro-pyrazino[1,2-a]pyrimidine-4,7-dione). As a reaction SMILES: Br.[Cl:2][C:3]1[CH:36]=[CH:35][C:6]([CH2:7][CH:8]2[N:13]3[C:14](=[O:30])[CH:15]([NH2:29])[CH2:16][N:17]([S:18]([C:21]4[CH:26]=[CH:25][C:24]([Cl:27])=[CH:23][C:22]=4[Cl:28])(=[O:20])=[O:19])[CH:12]3[CH2:11][N:10]([CH:31]([CH3:33])[CH3:32])[C:9]2=[O:34])=[CH:5][CH:4]=1.[CH2:37](O)[CH2:38][CH2:39]C.C(=O)([O-])[O-].[K+].[K+].BrCCCBr>O>[N:29]1([CH:15]2[C:14](=[O:30])[N:13]3[CH:8]([CH2:7][C:6]4[CH:35]=[CH:36][C:3]([Cl:2])=[CH:4][CH:5]=4)[C:9](=[O:34])[N:10]([CH:31]([CH3:33])[CH3:32])[CH2:11][CH:12]3[N:17]([S:18]([C:21]3[CH:26]=[CH:25][C:24]([Cl:27])=[CH:23][C:22]=3[Cl:28])(=[O:20])=[O:19])[CH2:16]2)[CH2:39][CH2:38][CH2:37]1 |f:0.1,3.4.5|. Reported procedure: 32 mg of 6-(4-chlorobenzyl)-1-(2,4-dichlorobenzenesulfonyl)-3-amino-8-isopropylhexahydropyrazino[1,2-a]pyrimidine-4,7-dione hydrobromide (Example 2) were suspended in 1 ml of water, and 2 ml of 1-butanol were added. 1 mmol of potassium carbonate and 200 μl of 1,3-dibromopropane were added to this mixture. The reaction mixture was stirred at 90° C. for 16 hours and evaporated. The residue was suspended in 5% Et3N/ethyl acetate, filtered and evaporated. The pure title compound was removed after pu... Starting materials: COC(=O)Cn1c(Br)c(C2CCCCC2)c2sc(C(=O)OC(C)(C)C)cc21, O=C([O-])[O-], CCOC(C)=O, COc1ccc(B(O)O)c(C=O)c1, [Na+], [Na+], C1COCCO1, Cl[Pd]Cl, c1ccc(P(c2ccccc2)c2ccccc2)cc1, c1ccc(P(c2ccccc2)c2ccccc2)cc1. Product: COC(=O)Cn1c(-c2ccc(OC)cc2C=O)c(C2CCCCC2)c2sc(C(=O)OC(C)(C)C)cc21. As a reaction SMILES: [Br:1][c:2]1[c:3]([CH:22]2[CH2:23][CH2:24][CH2:25][CH2:26][CH2:27]2)[c:4]2[c:5]([n:6]1[CH2:7][C:8](=[O:9])[O:10][CH3:11])[cH:12][c:13]([C:15](=[O:16])[O:17][C:18]([CH3:19])([CH3:20])[CH3:21])[s:14]2.[C:41](=[O:42])([O-:43])[O-:44].[CH3:53][CH2:54][O:55][C:56]([CH3:57])=[O:58].[CH:28](=[O:29])[c:30]1[c:31]([B:38]([OH:39])[OH:40])[cH:32][cH:33][c:34]([O:36][CH3:37])[cH:35]1.[Na+:45].[Na+:46].[O:47]1[CH2:48][CH2:49][O:50][CH2:51][CH2:52]1.[Pd:59]([Cl:60])[Cl:61].[c:62]1([P:63]([c:64]2[cH:65][cH:66][cH:67][cH:68][cH:69]2)[c:70]2[cH:71][cH:72][cH:73][cH:74][cH:75]2)[cH:76][cH:77][cH:78][cH:79][cH:80]1.[c:81]1([P:82]([c:83]2[cH:84][cH:85][cH:86][cH:87][cH:88]2)[c:89]2[cH:90][cH:91][cH:92][cH:93][cH:94]2)[cH:95][cH:96][cH:97][cH:98][cH:99]1>>[c:2]1(-[c:31]2[c:30]([CH:28]=[O:29])[cH:35][c:34]([O:36][CH3:37])[cH:33][cH:32]2)[c:3]([CH:22]2[CH2:23][CH2:24][CH2:25][CH2:26][CH2:27]2)[c:4]2[c:5]([n:6]1[CH2:7][C:8](=[O:9])[O:10][CH3:11])[cH:12][c:13]([C:15](=[O:16])[O:17][C:18]([CH3:19])([CH3:20])[CH3:21])[s:14]2. Run in CN(C)C=O (DMF). Product: P(O)(=O)(OP(=O)(O)OP(=O)(O)O)OC[C@@H]1[C@H](C[C@@H](O1)N1C(=O)NC(=O)C=C1)N=[N+]=[N-] (3'-azido-2',3'-dideoxyuridine triphosphate). As a reaction SMILES: [O-:1][P:2]([O:5][P:6]([O:9][P:10]([O-:13])([O-:12])=[O:11])([O-:8])=[O:7])(=[O:4])[O-:3].P(O[CH2:19][C@H:20]1[O:24][C@@H:23]([N:25]2[CH:32]=[CH:31][C:29](=[O:30])[NH:28][C:26]2=[O:27])[CH2:22][C@@H:21]1[N:33]=[N+:34]=[N-:35])(O)(O)=O.[N-]1C=CN=C1.[O-]P(OP([O-])([O-])=O)(=O)[O-].C([NH+](CCCC)CCCC)CCC.C([NH+](CCCC)CCCC)CCC.C([NH+](CCCC)CCCC)CCC.C([NH+](CCCC)CCCC)CCC>CN(C=O)C>[P:10]([O:13][CH2:19][C@H:20]1[O:24][C@@H:23]([N:25]2[CH:32]=[CH:31][C:29](=[O:30])[NH:28][C:26]2=[O:27])[CH2:22][C@@H:21]1[N:33]=[N+:34]=[N-:35])([O:9][P:6]([O:5][P:2]([OH:1])([OH:3])=[O:4])([OH:8])=[O:7])(=[O:12])[OH:11] |f:3.4.5.6.7|. Procedure details: The triphosphate can be prepared according to the procedure of Hoard et al., J. Am. Chem. Soc., 87(8), 1785-1788 (1965). For example, 3'-azido-2',3'-dideoxyuridine monophosphate is activated (by making a imidazolide, according to methods known to those skilled in the art) and treated with tributyl ammonium pyrophosphate in DMF. The reaction gives primarily 3'-azido-2',3'-dideoxyuridine triphosphate, with some unreacted monophosphate and some diphosphate. Purification by anion exchange chromatogr... Reactants: [O-]P([O-])(=O)OP(=O)([O-])OP(=O)([O-])[O-] (triphosphate), P(=O)(O)(O)OC[C@@H]1[C@H](C[C@@H](O1)N1C(=O)NC(=O)C=C1)N=[N+]=[N-] (3'-azido-2',3'-dideoxyuridine monophosphate), [N-]1C=NC=C1 (imidazolide), [O-]P([O-])(=O)OP(=O)([O-])[O-].C(CCC)[NH+](CCCC)CCCC.C(CCC)[NH+](CCCC)CCCC.C(CCC)[NH+](CCCC)CCCC.C(CCC)[NH+](CCCC)CCCC (tributyl ammonium pyrophosphate). Reactants: Clc1ncnc2nc[nH]c12, Nc1ccc2[nH]ccc2c1. Yields the product Cl, c1nc(Nc2ccc3[nH]ccc3c2)c2nc[nH]c2n1. Reaction SMILES: [Cl:1][c:2]1[c:3]2[nH:4][cH:5][n:6][c:7]2[n:8][cH:9][n:10]1.[NH2:11][c:12]1[cH:13][c:14]2[cH:15][cH:16][nH:17][c:18]2[cH:19][cH:20]1>>[ClH:1].[c:2]1([NH:11][c:12]2[cH:13][c:14]3[cH:15][cH:16][nH:17][c:18]3[cH:19][cH:20]2)[c:3]2[n:4][cH:5][nH:6][c:7]2[n:8][cH:9][n:10]1. Reactants: CC(=CC[C@H](C1=CC(=O)C=2C(=CC=C(C2C1=O)O)O)O)C (shikonin), C1(CCCCC1)N=C=NC1CCCCC1 (dicyclohexylcarbodiimide), C(CCC=C)(=O)O (4-pentenoic acid). The reagents and catalysts are CN(C1=CC=NC=C1)C (4-dimethylaminopyridine). The solvent is ClCCl (dichloromethane). Reaction conditions: time 30 minute. Yields the product C(CCC=C)(=O)OC(CC=C(C)C)C=1C(C2=C(C=CC(=C2C(C1)=O)O)O)=O (2-[1-(4-pentenoyl)oxy-4-methyl-3-pentenyl]-5,8-dihydroxy-1,4-naphthoquinone). The yield is 41.8%. Reaction SMILES: [CH3:1][C:2]([CH3:21])=[CH:3][CH2:4][C@@H:5]([OH:20])[C:6]1[C:16](=[O:17])[C:15]2[C:14]([OH:18])=[CH:13][CH:12]=[C:11]([OH:19])[C:10]=2[C:8](=[O:9])[CH:7]=1.C1(N=C=NC2CCCCC2)CCCCC1.[C:37](O)(=[O:42])[CH2:38][CH2:39][CH:40]=[CH2:41]>CN(C)C1C=CN=CC=1.ClCCl>[C:37]([O:20][CH:5]([C:6]1[C:16](=[O:17])[C:15]2[C:10]([C:8](=[O:9])[CH:7]=1)=[C:11]([OH:19])[CH:12]=[CH:13][C:14]=2[OH:18])[CH2:4][CH:3]=[C:2]([CH3:21])[CH3:1])(=[O:42])[CH2:38][CH2:39][CH:40]=[CH2:41]. Procedure details: 288 mg (1 mmole) of shikonin, 226 mg (1.1 mmole) of dicyclohexylcarbodiimide and 30 mg (0.25 mmole) of 4-dimethylaminopyridine were dissolved in 3 ml of dry dichloromethane. To the resulting solution was added 100 mg (1 mmole) of 4-pentenoic acid at 0° C. under nitrogen gas, and the mixture was stirred for 30 minutes and then at room temperature for further 3 hours. The resulting product was separated and purified according to the procedures as described in Example 1 to obtain 155 mg (Yield: 42%... The reactants are O (water), C[C@]12CC[C@H]3C(=CCC4=C3C=CC(=C4)O)[C@@H]1CC[C@H]2O (17α-Dihydroequilin), C1(=CC=C(C=C1)S(=O)(=O)O)C (p-toluenesulfonic acid), C(C)(=O)OC(C)=O (acetic anhydride), C[C@]12CC[C@H]3C(=CCC4=C3C=CC(=C4)O)[C@@H]1CC[C@H]2O (17α-dihydroequilin), Cl (hydrochloric acid). Solvent: N1=CC=CC=C1 (pyridine). Conditions: temperature 60 celsius, time 2 day. Product: C(C)(=O)OC1=CC=2CC=C3[C@@H]4CC[C@H]([C@@]4(C)CC[C@@H]3C2C=C1)OC(C)=O (1,3,5(10),7-estratetraene-3,17α-diol 3,17-diacetate). As a reaction SMILES: [CH3:1][C@@:2]12[C@H:19]([OH:20])[CH2:18][CH2:17][C@H:16]1[C:6]1=[CH:7][CH2:8][C:9]3[CH:14]=[C:13]([OH:15])[CH:12]=[CH:11][C:10]=3[C@H:5]1[CH2:4][CH2:3]2.[C:21]1([CH3:31])C=CC(S(O)(=O)=O)=CC=1.[C:32](OC(=O)C)(=[O:34])[CH3:33].Cl.[OH2:40]>N1C=CC=CC=1>[C:32]([O:15][C:13]1[CH:12]=[CH:11][C:10]2[C@@H:5]3[C:6]([C@H:16]4[C@@:2]([CH2:3][CH2:4]3)([CH3:1])[C@H:19]([O:20][C:21](=[O:40])[CH3:31])[CH2:18][CH2:17]4)=[CH:7][CH2:8][C:9]=2[CH:14]=1)(=[O:34])[CH3:33]. Procedure: 17α-Dihydroequilin (1 g), p-toluenesulfonic acid (1 g), and acetic anhydride (40 ml) were heated in an oil bath at 100° C. until a clear solution was obtained and then left at room temperature in the dark for 2 days. At this time TLC showed no detectable amount of 17α-dihydroequilin. The mixture was poured into a solution of pyridine (30 ml) and water (400 ml), acidified with 4 N hydrochloric acid and extracted with diethyl ether (300 ml). The ether phase was washed with water (150 ml) and evapo...